Dataset: the Open Reaction Database (ORD), a public repository of structured organic reaction records. Task: describe an organic reaction: reactants, conditions, products, and yield Reactants: CC(=O)O, CC(C)C(CO)(CO)[N+](=O)[O-], CC(O)C(C)(N)C(C)O. Product: CC(=O)O, CC(C)C(N)(CO)CO. Reaction SMILES: [C:1]([CH3:2])(=[O:3])[OH:4].[CH:14]([CH3:15])([CH3:16])[C:17]([CH2:18][OH:19])([CH2:20][OH:21])[N+:22]([O-:23])=[O:24].[NH2:5][C:6]([CH3:7])([CH:8]([OH:9])[CH3:10])[CH:11]([OH:12])[CH3:13]>>[C:1]([CH3:2])(=[O:3])[OH:4].[CH:14]([CH3:15])([CH3:16])[C:17]([CH2:18][OH:19])([CH2:20][OH:21])[NH2:22]. Reactants: [Li]CCCC, CCOC(=O)Cc1cccnc1, CCOC(C)=O, CC(C)NC1CCCCC1, Clc1ncc(CI)c(Cl)n1, C1CCOC1. The product is CCOC(=O)C(Cc1cnc(Cl)nc1Cl)c1cccnc1. RXN SMILES: [CH2:11]([Li:12])[CH2:13][CH2:14][CH3:15].[CH2:16]([CH3:17])[O:18][C:19]([CH2:20][c:21]1[cH:22][n:23][cH:24][cH:25][cH:26]1)=[O:27].[CH3:43][CH2:44][O:45][C:46](=[O:47])[CH3:48].[CH:1]([NH:2][CH:3]1[CH2:4][CH2:5][CH2:6][CH2:7][CH2:8]1)([CH3:9])[CH3:10].[Cl:28][c:29]1[n:30][cH:31][c:32]([CH2:36][I:37])[c:33]([Cl:35])[n:34]1.[O:38]1[CH2:39][CH2:40][CH2:41][CH2:42]1>>[CH2:16]([CH3:17])[O:18][C:19]([CH:20]([c:21]1[cH:22][n:23][cH:24][cH:25][cH:26]1)[CH2:36][c:32]1[cH:31][n:30][c:29]([Cl:28])[n:34][c:33]1[Cl:35])=[O:27]. The reactants are COCOC1=CC2=C(C(C(CO2)(C)C2=CC=C(C=C2)OCOC)CCCCCCCCSCCCC(C(F)(F)F)(F)F)C=C1 ((3RS,4RS)-7-Methoxymethyloxy-3-[4-(methoxymethyloxy)phenyl]-3-methyl-4-[8-(4,4,5,5,5-pentafluoropentylthio)octyl]-2,3-dihydro-4H-benzopyran), C1(=CC=C(C=C1)S(=O)(=O)[O-])C.[NH+]1=CC=CC=C1 (pyridinium p-toluenesulfonate), O (water). Run in CO (methanol). Yields the product OC1=CC2=C(C(C(CO2)(C)C2=CC=C(C=C2)O)CCCCCCCCSCCCC(C(F)(F)F)(F)F)C=C1 ((3RS,4RS)-7-hydroxy-3-(4-hydroxyphenyl)-3-methyl-4-[8-(4,4,5,5,5-pentafluoropentylthio)octyl]-2,3-dihydro-4H-benzopyran). Yield: 60.1%. Reaction SMILES: COC[O:4][C:5]1[CH:44]=[CH:43][C:8]2[CH:9]([CH2:24][CH2:25][CH2:26][CH2:27][CH2:28][CH2:29][CH2:30][CH2:31][S:32][CH2:33][CH2:34][CH2:35][C:36]([F:42])([F:41])[C:37]([F:40])([F:39])[F:38])[C:10]([C:14]3[CH:19]=[CH:18][C:17]([O:20]COC)=[CH:16][CH:15]=3)([CH3:13])[CH2:11][O:12][C:7]=2[CH:6]=1.C1(C)C=CC(S([O-])(=O)=O)=CC=1.[NH+]1C=CC=CC=1.O>CO>[OH:4][C:5]1[CH:44]=[CH:43][C:8]2[CH:9]([CH2:24][CH2:25][CH2:26][CH2:27][CH2:28][CH2:29][CH2:30][CH2:31][S:32][CH2:33][CH2:34][CH2:35][C:36]([F:42])([F:41])[C:37]([F:38])([F:39])[F:40])[C:10]([C:14]3[CH:19]=[CH:18][C:17]([OH:20])=[CH:16][CH:15]=3)([CH3:13])[CH2:11][O:12][C:7]=2[CH:6]=1 |f:1.2|. Reported procedure: (3RS,4RS)-7-Methoxymethyloxy-3-[4-(methoxymethyloxy)phenyl]-3-methyl-4-[8-(4,4,5,5,5-pentafluoropentylthio)octyl]-2,3-dihydro-4H-benzopyran (120 mg, 0.19 mmol) and pyridinium p-toluenesulfonate (580 mg, 2.3 mmol) were dissolved in methanol (8 ml) and then refluxed for 7 hours. The reaction solution was cooled to room temperature and, after adding water, extracted with ethyl acetate. The organic layer was separated, washed with water, dried over magnesium sulfate and then concentrated. The residu...